The task is: describe an organic reaction: reactants, conditions, products, and yield. This data is from the Open Reaction Database (ORD), a public repository of structured organic reaction records. Reactants: C1CCOC1, CNC(=O)c1nc(-c2cccc(CN=[N+]=[N-])c2)cnc1N, O, c1ccc(P(c2ccccc2)c2ccccc2)cc1. Yields the product CNC(=O)c1nc(-c2cccc(CN)c2)cnc1N. RXN SMILES: [CH2:41]1[O:42][CH2:43][CH2:44][CH2:45]1.[CH3:1][NH:2][C:3](=[O:4])[c:5]1[n:6][c:7](-[c:12]2[cH:13][c:14]([CH2:18][N:19]=[N+:20]=[N-:21])[cH:15][cH:16][cH:17]2)[cH:8][n:9][c:10]1[NH2:11].[OH2:46].[c:22]1([P:23]([c:24]2[cH:25][cH:26][cH:27][cH:28][cH:29]2)[c:30]2[cH:31][cH:32][cH:33][cH:34][cH:35]2)[cH:36][cH:37][cH:38][cH:39][cH:40]1>>[CH3:1][NH:2][C:3](=[O:4])[c:5]1[n:6][c:7](-[c:12]2[cH:13][c:14]([CH2:18][NH2:19])[cH:15][cH:16][cH:17]2)[cH:8][n:9][c:10]1[NH2:11]. The reactants are solution, C(CCC)[Li] (butyl lithium), C1(=CC=CC=C1)OC#N (phenyl cyanate), C(#C)[C@@H]1CC[C@H](CC1)CC[C@@H]1CC[C@H](CC1)CCCCC (trans-1-ethynyl-4-[2-(trans-4-pentylcyclohexyl)ethyl]cyclohexane), O1CCCC1 (tetrahydrofuran). Run in CCCCCC (hexane), O (water), CN(P(N(C)C)(N(C)C)=O)C (hexamethylphosphoric acid triamide). Conditions: temperature -20 celsius, time 1 hour. The product is residue, C(#C)[C@@H]1CC[C@H](CC1)CC[C@@H]1CC[C@H](CC1)CCCCC (trans-1-ethynyl-4-[2-(trans-4-pentylcyclohexyl)ethyl]cyclohexane), C(CCCC)[C@@H]1CC[C@H](CC1)CC[C@@H]1CC[C@H](CC1)C#CC#N (trans-4-[2-(trans-4-pentylcyclohexyl)ethyl]cyclohexanepropiolonitrile). Isolated yield 34.8%. RXN SMILES: [C:1]([C@H:3]1[CH2:8][CH2:7][C@H:6]([CH2:9][CH2:10][C@H:11]2[CH2:16][CH2:15][C@H:14]([CH2:17][CH2:18][CH2:19][CH2:20][CH3:21])[CH2:13][CH2:12]2)[CH2:5][CH2:4]1)#[CH:2].O1CCCC1.C([Li])CCC.C1(O[C:39]#[N:40])C=CC=CC=1>CCCCCC.O.CN(C)P(=O)(N(C)C)N(C)C>[C:1]([C@H:3]1[CH2:8][CH2:7][C@H:6]([CH2:9][CH2:10][C@H:11]2[CH2:12][CH2:13][C@H:14]([CH2:17][CH2:18][CH2:19][CH2:20][CH3:21])[CH2:15][CH2:16]2)[CH2:5][CH2:4]1)#[CH:2].[CH2:17]([C@H:14]1[CH2:13][CH2:12][C@H:11]([CH2:10][CH2:9][C@H:6]2[CH2:7][CH2:8][C@H:3]([C:1]#[C:2][C:39]#[N:40])[CH2:4][CH2:5]2)[CH2:16][CH2:15]1)[CH2:18][CH2:19][CH2:20][CH3:21]. Procedure details: A solution of 750 mg of trans-1-ethynyl-4-[2-(trans-4-pentylcyclohexyl)ethyl]cyclohexane (prepared according to Example 14) in 75 ml of a 4:1 mixture of absolute tetrahydrofuran and hexamethylphosphoric acid triamide was placed at -45° C. in a sulphonation flask under argon gasification and treated within 2 minutes with 3.3 ml of a 1.0N solution of butyl lithium in hexane. The mixture was subsequently stirred at -20° C. for a further 1 hour, then cooled to -78° C. and treated with 490 μl of phen...